This data is from the Open Reaction Database (ORD), a public repository of structured organic reaction records. The task is: describe an organic reaction: reactants, conditions, products, and yield Reactants: P(=O)(Cl)(Cl)Cl (Phosphoryl chloride), ice, C(C)(=O)[O-].[Na+] (sodium acetate), FC=1C=C2CCC(NC2=CC1F)=O (6,7-difluoro-3,4-dihydrocarbostyril), ClC(Cl)Cl (trichloromethane). The solvent is O (water), O (water), CN(C=O)C (dimethylformamide). Reaction conditions: temperature 20 celsius, time 1 hour. The product is ClC=1NC2=CC(=C(C=C2CC1C=O)F)F (2-Chloro-6,7-difluoro-3-formyl-1,4-dihydroquinoline). As a reaction SMILES: P(Cl)(Cl)(Cl)=O.Cl[CH:7]([Cl:9])Cl.[F:10][C:11]1[CH:12]=[C:13]2[C:18](=[CH:19][C:20]=1[F:21])[NH:17][C:16](=[O:22])[CH2:15][CH2:14]2.C([O-])(=O)C.[Na+]>O.CN(C)C=O>[Cl:9][C:7]1[NH:17][C:18]2[C:13]([CH2:14][C:15]=1[CH:16]=[O:22])=[CH:12][C:11]([F:10])=[C:20]([F:21])[CH:19]=2 |f:3.4|. Reported procedure: Phosphoryl chloride (76.9 cc) is added in the course of 30 minutes, with stirring and at between 10° and 15° C. to a mixture of trichloromethane (800 cc) and dimethylformamide (74.35 cc), and the mixture is stirred for 1 hour at a temperature in the region of 20° C. To the solution obtained, 6,7-difluoro-3,4-dihydrocarbostyril (65.8 g) is added in the course of 10 minutes at approximately 20° C. with vigorous stirring. The suspension obtained is heated to a temperature in the region of 60° C. an... Reactants: FC1=CC=C(CN2C(C=3C(=C4C=CC=NC4=C(C3C2=O)O[Si](C(C)C)(C(C)C)C(C)C)OC)(C)O)C=C1 (7-(4-Fluoro-benzyl)-6-hydroxy-5-methoxy-6-methyl-9-triisopropylsilanyloxy-6,7-dihydro-pyrrolo[3,4-g]quinolin-8-one), B(F)(F)F.CCOCC (BF3.OEt2), C(C)[SiH](CC)CC (triethylsilane). The solvent is C(Cl)Cl (CH2Cl2). Run at time 1 day. Yields the product FC1=CC=C(CN2C(C=3C(=C4C=CC=NC4=C(C3C2=O)O)OC)C)C=C1 (7-(4-Fluoro-benzyl)-9-hydroxy-5-methoxy-6-methyl-6,7-dihydro-pyrrolo[3,4-g]quinolin-8-one). RXN SMILES: [F:1][C:2]1[CH:37]=[CH:36][C:5]([CH2:6][N:7]2[C:19](=[O:20])[C:18]3[C:17]([O:21][Si](C(C)C)(C(C)C)C(C)C)=[C:16]4[C:11]([CH:12]=[CH:13][CH:14]=[N:15]4)=[C:10]([O:32][CH3:33])[C:9]=3[C:8]2(O)[CH3:34])=[CH:4][CH:3]=1.B(F)(F)F.CCOCC.C([SiH](CC)CC)C>C(Cl)Cl>[F:1][C:2]1[CH:3]=[CH:4][C:5]([CH2:6][N:7]2[C:19](=[O:20])[C:18]3[C:17]([OH:21])=[C:16]4[C:11]([CH:12]=[CH:13][CH:14]=[N:15]4)=[C:10]([O:32][CH3:33])[C:9]=3[CH:8]2[CH3:34])=[CH:36][CH:37]=1 |f:1.2|. Procedure details: To a solution of 16 (52 mg, 0.099 mmol) in 1.4 mL of dry CH2Cl2 under a N2 atmosphere, was added BF3.OEt2 (49 μL, 0.397 mmol) followed by triethylsilane (63 μL, 0.397 mmol). The solution was allowed to stir at ambient temperature for 1 day when LCMS indicated a clean conversion of starting materials to the desired product. The reaction was worked up by removing the solvent and dissolving the residue in EtOAc. The organic layer was washed with water and the solvent removed under reduced pressure.... Starting materials: FC1=CC=C(C=C1)C1(C(NC=2C=CC=C(C2C1=O)C(=O)OCC)C=1N(C=CN1)C)O (ethyl 3-(4-fluorophenyl)-3-hydroxy-2-(1-methyl-1H-imidazol-2-yl)-4-oxo-1,2,3,4-tetrahydroquinoline-5-carboxylate), O.NN (hydrazine monohydrate). Run in CO (methanol). Reaction conditions: time 1 hour. Product: FC1=CC=C(C=C1)C1(C(NC=2C=3C1=NNC(C3C=CC2)=O)C=2N(C=CN2)C)O (9-(4-Fluorophenyl)-9-hydroxy-8-(1-methyl-1H-imidazol-2-yl)-8,9-dihydro-2H-pyrido[4,3,2-de]phthalazin-3(7H)-one). The yield is 80.0%. Reaction SMILES: [F:1][C:2]1[CH:7]=[CH:6][C:5]([C:8]2([OH:30])[C:17](=O)[C:16]3[C:15]([C:19](OCC)=[O:20])=[CH:14][CH:13]=[CH:12][C:11]=3[NH:10][CH:9]2[C:24]2[N:25]([CH3:29])[CH:26]=[CH:27][N:28]=2)=[CH:4][CH:3]=1.O.[NH2:32][NH2:33]>CO>[F:1][C:2]1[CH:3]=[CH:4][C:5]([C:8]2([OH:30])[C:17]3=[N:32][NH:33][C:19](=[O:20])[C:15]4[CH:14]=[CH:13][CH:12]=[C:11]([C:16]=43)[NH:10][CH:9]2[C:24]2[N:25]([CH3:29])[CH:26]=[CH:27][N:28]=2)=[CH:6][CH:7]=1 |f:1.2|. Procedure: A mixture of ethyl 3-(4-fluorophenyl)-3-hydroxy-2-(1-methyl-1H-imidazol-2-yl)-4-oxo-1,2,3,4-tetrahydroquinoline-5-carboxylate (60 mg) in 85% hydrazine monohydrate (0.2 mL) and methanol (2 mL) was stirred at room temperature for 1 hr. Then the solvent was removed under reduced pressure. The residue was purified by prep-TLC (methanol:dichloromethane=1:20) to give the title compound (50 mg, yield 80%). LC-MS (ESI) m/z: 378 (M+1)+; 1H-NMR (400 MHz, DMSO-d6); 3.44 (s, 3H), 5.24 (s, 1H), 6.84 (s, 1H),... Reactants: OC1=CC2=C(C(CO2)=O)C=C1 (6-hydroxy-2H-benzofuran-3-one), ClC=1C=C(C=O)C=CC1N (3-chloro-4-aminobenzaldehyde), Cl (hydrochloric acid). Solvent: CO (methanol). Yields the product ClC=1C=C(C=CC1N)C=C1OC2=C(C1=O)C=CC(=C2)O (2-[(3-chloro-4-aminophenyl)methylene]-6-hydroxy-3(2H)-benzofuranone). Isolated yield 91.3%. As a reaction SMILES: [OH:1][C:2]1[CH:11]=[CH:10][C:5]2[C:6](=[O:9])[CH2:7][O:8][C:4]=2[CH:3]=1.[Cl:12][C:13]1[CH:14]=[C:15]([CH:18]=[CH:19][C:20]=1[NH2:21])[CH:16]=O.Cl>CO>[Cl:12][C:13]1[CH:14]=[C:15]([CH:16]=[C:7]2[C:6](=[O:9])[C:5]3[CH:10]=[CH:11][C:2]([OH:1])=[CH:3][C:4]=3[O:8]2)[CH:18]=[CH:19][C:20]=1[NH2:21]. Procedure: After 6-hydroxy-2H-benzofuran-3-one 1 g and 3-chloro-4-aminobenzaldehyde 1.24 g were dissolved in methanol 75 ml, concentrated hydrochloric acid 50 ml was added, and the mixture was refluxed for 1.5 hours. The solution was cooled to room temperature, and precipitated crystals were filtered and dried over phosphorous pentoxide at a temperature of 60° C. for five hours under reduced pressure to obtain the desired compound 1.75 g. Starting materials: C1CCOC1, Cc1ccc(S(=O)(=O)N2CCC(c3ccc(CCCCC(=O)O)cc3)CC2)cc1, O=C(Cl)C(=O)Cl, CN(C)C=O. Product: Cc1ccc(S(=O)(=O)N2CCC(c3ccc4c(c3)C(=O)CCCC4)CC2)cc1. Reaction SMILES: [CH2:41]1[O:42][CH2:43][CH2:44][CH2:45]1.[CH3:1][c:2]1[cH:3][cH:4][c:5]([S:8](=[O:9])(=[O:10])[N:11]2[CH2:12][CH2:13][CH:14]([c:17]3[cH:18][cH:19][c:20]([CH2:23][CH2:24][CH2:25][CH2:26][C:27](=[O:28])[OH:29])[cH:21][cH:22]3)[CH2:15][CH2:16]2)[cH:6][cH:7]1.[Cl:30][C:31]([C:32]([Cl:33])=[O:34])=[O:35].[O:36]=[CH:37][N:38]([CH3:39])[CH3:40]>>[CH3:1][c:2]1[cH:3][cH:4][c:5]([S:8](=[O:9])(=[O:10])[N:11]2[CH2:12][CH2:13][CH:14]([c:17]3[cH:18][cH:19][c:20]4[c:21]([cH:22]3)[C:27](=[O:28])[CH2:26][CH2:25][CH2:24][CH2:23]4)[CH2:15][CH2:16]2)[cH:6][cH:7]1. The reactants are crystals, [C-]#N.[K+] (Potassium cyanide), C(C1=CC=CC=C1)(=O)C1=C(NC(C(Cl)Cl)=O)C=CC(=C1)Cl (2'-benzoyl-2,2,4'-trichloro-acetanilide). The solvent is C (charcoal), O (water), O (water), C(C)O (ethanol). Conditions: time 8 hour. Product: NC1=NC2=CC=C(C=C2C1(O)C1=CC=CC=C1)Cl (2-Amino-5-chloro-3-phenyl-3H-indol-3-ol). The yield is 86.4%. RXN SMILES: [C-]#[N:2].[K+].[C:4]([C:12]1[CH:23]=[C:22]([Cl:24])[CH:21]=[CH:20][C:13]=1[NH:14][C:15](=O)C(Cl)Cl)(=[O:11])[C:5]1[CH:10]=[CH:9][CH:8]=[CH:7][CH:6]=1>O.C(O)C.C>[NH2:2][C:15]1[C:4]([C:5]2[CH:6]=[CH:7][CH:8]=[CH:9][CH:10]=2)([OH:11])[C:12]2[C:13](=[CH:20][CH:21]=[C:22]([Cl:24])[CH:23]=2)[N:14]=1 |f:0.1|. Reported procedure: Potassium cyanide (18 g) in water (150 ml) was added to a suspension of 2'-benzoyl-2,2,4'-trichloro-acetanilide (30 g) in ethanol (400 ml). The reaction was stirred overnight and after treatment with charcoal diluted with water, 2-Amino-5-chloro-3-phenyl-3H-indol-3-ol (19.57 g) was obtained as off white crystals m.p. 205°-208°C after recrystallization from acetonitrile. Starting materials: C(C)OC(=O)C1N(C2=CC=CC=C2C1)CCCNC(C)=O (1-(3-acetamidopropyl)-indoline-2-carboxylic acid ethyl ester), [H-].[Na+] (sodium hydride), suspension. Solvent: C=1(C(=CC=CC1)C)C (xylene), paraffin. Conditions: time 2 hour. Product: O=C1NCCCN2C1CC=1C=CC=CC21 (1-oxo-2,3,4,5,11,11a-hexahydro-1H-1,4-diazepino[1,2-a]indole). As a reaction SMILES: C(OC([CH:6]1[CH2:14][C:13]2[C:8](=[CH:9][CH:10]=[CH:11][CH:12]=2)[N:7]1[CH2:15][CH2:16][CH2:17][NH:18][C:19](=[O:21])C)=O)C.[H-].[Na+]>C1(C)C(C)=CC=CC=1>[O:21]=[C:19]1[CH:6]2[CH2:14][C:13]3[CH:12]=[CH:11][CH:10]=[CH:9][C:8]=3[N:7]2[CH2:15][CH2:16][CH2:17][NH:18]1 |f:1.2|. Reported procedure: A solution of 2.9 g of 1-(3-acetamidopropyl)-indoline-2-carboxylic acid ethyl ester (obtainable by catalytic hydrogenation of 1-(2-cyanoethyl)-indoline-2-carboxylic acid ethyl ester in acetic anhydride) in 35 ml of xylene is treated with 1 g of sodium hydride (in the form of a 20% suspension in paraffin oil) and the mixture is boiled for 2 hours. The mixture is evaporated and worked up with water and chloroform to give 1-oxo-2,3,4,5,11,11a-hexahydro-1H-1,4-diazepino[1,2-a]indole, m.p. 159° (from...